From a dataset of the Open Reaction Database (ORD), a public repository of structured organic reaction records. describe an organic reaction: reactants, conditions, products, and yield RXN SMILES: C([N-]C(C)C)(C)C.[Li+].C(=NC1CCCCC1)C.[CH:18]1([C:24](=[C:27]([C:35]2[CH:40]=[CH:39][C:38]([F:41])=[CH:37][CH:36]=2)[C:28]2[CH:33]=[CH:32][C:31]([F:34])=[CH:30][CH:29]=2)C=O)[CH2:23][CH2:22][CH2:21][CH2:20][CH2:19]1.[O:42]1C[CH2:45][CH2:44][CH2:43]1>>[CH:18]1([C:24](=[C:27]([C:28]2[CH:33]=[CH:32][C:31]([F:34])=[CH:30][CH:29]=2)[C:35]2[CH:36]=[CH:37][C:38]([F:41])=[CH:39][CH:40]=2)[CH:45]=[CH:44][CH:43]=[O:42])[CH2:19][CH2:20][CH2:21][CH2:22][CH2:23]1 |f:0.1|. Reaction conditions: temperature -50 celsius, time 30 minute. Procedure details: Lithium diisopropylamide (40 mL of 1.5M solution, 60 mmol) was added to a solution of N-ethylidenecyclohexanamine (30 mL of 2M solution, 60 mmol) in tetrahydrofuran at -10° C. After stirring for 30 minutes and further cooling to -50° C., 2-cyclohexyl-3,3-bis(4-fluorophenyl)propenal (8.4 g, 25.8 mmol) was added and the solution stirred for 3 hours during which time it was allowed to warm to 20° C. The solution was quenched with 2N hydrochloric acid and the mixture extracted with diethyl ether. Th... Reactants: C(C)(C)[N-]C(C)C.[Li+] (Lithium diisopropylamide), C(C)=NC1CCCCC1 (N-ethylidenecyclohexanamine), O1CCCC1 (tetrahydrofuran), C1(CCCCC1)C(C=O)=C(C1=CC=C(C=C1)F)C1=CC=C(C=C1)F (2-cyclohexyl-3,3-bis(4-fluorophenyl)propenal). The product is C1(CCCCC1)C(C=CC=O)=C(C1=CC=C(C=C1)F)C1=CC=C(C=C1)F (4-Cyclohexyl-5,5-bis(4-fluorophenyl)-2,4-pentadienal). The reactants are O=C([O-])[O-], COC(=O)c1ccc(B(O)O)cc1, CC#N, CCOC(C)=O, [K+], [K+], CCCN(CCC)C(=O)C1=Cc2ccc(Br)cc2N=C(N)C1, c1ccc(P(c2ccccc2)(c2ccccc2)[Pd](P(c2ccccc2)(c2ccccc2)c2ccccc2)(P(c2ccccc2)(c2ccccc2)c2ccccc2)P(c2ccccc2)(c2ccccc2)c2ccccc2)cc1. Product: CCCN(CCC)C(=O)C1=Cc2ccc(-c3ccc(C(=O)OC)cc3)cc2N=C(N)C1. RXN SMILES: [C:36](=[O:37])([O-:38])[O-:39].[CH3:23][O:24][C:25](=[O:26])[c:27]1[cH:28][cH:29][c:30]([B:33]([OH:34])[OH:35])[cH:31][cH:32]1.[CH3:42][C:43]#[N:44].[CH3:45][CH2:46][O:47][C:48]([CH3:49])=[O:50].[K+:40].[K+:41].[NH2:1][C:2]1=[N:8][c:7]2[c:6]([cH:12][cH:11][c:10]([Br:13])[cH:9]2)[CH:5]=[C:4]([C:14](=[O:15])[N:16]([CH2:17][CH2:18][CH3:19])[CH2:20][CH2:21][CH3:22])[CH2:3]1.[cH:51]1[cH:52][cH:53][c:54]([P:55]([Pd:56]([P:57]([c:58]2[cH:59][cH:60][cH:61][cH:62][cH:63]2)([c:64]2[cH:65][cH:66][cH:67][cH:68][cH:69]2)[c:70]2[cH:71][cH:72][cH:73][cH:74][cH:75]2)([P:76]([c:77]2[cH:78][cH:79][cH:80][cH:81][cH:82]2)([c:83]2[cH:84][cH:85][cH:86][cH:87][cH:88]2)[c:89]2[cH:90][cH:91][cH:92][cH:93][cH:94]2)[P:95]([c:96]2[cH:97][cH:98][cH:99][cH:100][cH:101]2)([c:102]2[cH:103][cH:104][cH:105][cH:106][cH:107]2)[c:108]2[cH:109][cH:110][cH:111][cH:112][cH:113]2)([c:114]2[cH:115][cH:116][cH:117][cH:118][cH:119]2)[c:120]2[cH:121][cH:122][cH:123][cH:124][cH:125]2)[cH:126][cH:127]1>>[NH2:1][C:2]1=[N:8][c:7]2[c:6]([cH:12][cH:11][c:10](-[c:30]3[cH:29][cH:28][c:27]([C:25]([O:24][CH3:23])=[O:26])[cH:32][cH:31]3)[cH:9]2)[CH:5]=[C:4]([C:14](=[O:15])[N:16]([CH2:17][CH2:18][CH3:19])[CH2:20][CH2:21][CH3:22])[CH2:3]1. Yields the product CCOC(=O)N1CCN(C(=O)Cc2nc3ccccc3c(OC)c2C(=O)NCC(=O)O)CC1. Starting materials: CCOC(=O)CNC(=O)c1c(CC(=O)N2CCN(C(=O)OCC)CC2)nc2ccccc2c1OC, CCO, [Li+], [Na+], [OH-], O, O=S(=O)([O-])O. RXN SMILES: [CH2:1]([CH3:2])[O:3][C:4](=[O:5])[N:6]1[CH2:7][CH2:8][N:9]([C:12](=[O:13])[CH2:14][c:15]2[n:16][c:17]3[cH:18][cH:19][cH:20][cH:21][c:22]3[c:23]([O:34][CH3:35])[c:24]2[C:25](=[O:26])[NH:27][CH2:28][C:29](=[O:30])[O:31][CH2:32][CH3:33])[CH2:10][CH2:11]1.[CH3:44][CH2:45][OH:46].[Li+:37].[Na+:43].[OH-:36].[OH2:47].[S:38](=[O:39])(=[O:40])([OH:41])[O-:42]>>[CH2:1]([CH3:2])[O:3][C:4](=[O:5])[N:6]1[CH2:7][CH2:8][N:9]([C:12](=[O:13])[CH2:14][c:15]2[n:16][c:17]3[cH:18][cH:19][cH:20][cH:21][c:22]3[c:23]([O:34][CH3:35])[c:24]2[C:25](=[O:26])[NH:27][CH2:28][C:29](=[O:30])[OH:31])[CH2:10][CH2:11]1. Reactants: ClC1=NC(=C2N=CN(C2=N1)C(CC)C)Cl (2,6-dichloro-9-(1-methylpropyl)-9H-purine), C(CCC)O (butanol), FC(OC1=CC=C(C=C1)N)(F)F (4-(trifluoromethoxy)-benzenamine). Run in C(C)(C)O (isopropanol). Run at time 22 hour. Product: ClC1=NC(=C2N=CN(C2=N1)C(CC)C)NC1=CC=C(C=C1)OC(F)(F)F (2-chloro-9-(1-methylpropyl)-N-[4-(trifluoromethoxy)-phenyl]-9H-purin-6-amine). RXN SMILES: [Cl:1][C:2]1[N:10]=[C:9]2[C:5]([N:6]=[CH:7][N:8]2[CH:11]([CH3:14])[CH2:12][CH3:13])=[C:4](Cl)[N:3]=1.C(O)CCC.[F:21][C:22]([F:32])([F:31])[O:23][C:24]1[CH:29]=[CH:28][C:27]([NH2:30])=[CH:26][CH:25]=1>C(O)(C)C>[Cl:1][C:2]1[N:10]=[C:9]2[C:5]([N:6]=[CH:7][N:8]2[CH:11]([CH3:14])[CH2:12][CH3:13])=[C:4]([NH:30][C:27]2[CH:28]=[CH:29][C:24]([O:23][C:22]([F:21])([F:31])[F:32])=[CH:25][CH:26]=2)[N:3]=1. Procedure: The operation is carried out as in Stage 2 of Example 9 starting from 200 mg of the product obtained in Stage 1 of Example 9 and 4 ml of butanol and using 0.135 ml of 4-(trifluoromethoxy)-benzenamine in place of the benzylamine. Agitation is carried out at ambient temperature then the reaction medium is taken to a temperature of 80 to 85° C. for approximately 22 hours, left to return to ambient temperature, diluted with 4 ml of isopropanol and placed for two days at a temperature of approximatel... Reactants: ClC1=CC2=C(C=N1)C=NN2C2=NC(=CC=C2)F (6-chloro-1-(6-fluoro-2-pyridyl)pyrazolo[4,3-c]pyridine), C(C)C1=CN=CC(=N1)[Sn](C)(C)C ((6-ethylpyrazin-2-yl)-trimethyl-stannane). The reagents and catalysts are C=1C=CC(=CC1)[P](C=2C=CC=CC2)(C=3C=CC=CC3)[Pd]([P](C=4C=CC=CC4)(C=5C=CC=CC5)C=6C=CC=CC6)([P](C=7C=CC=CC7)(C=8C=CC=CC8)C=9C=CC=CC9)[P](C=1C=CC=CC1)(C=1C=CC=CC1)C=1C=CC=CC1 (tetrakis(triphenylphosphine)palladium). The solvent is CN(C(C)=O)C (N,N-dimethylacetamide). Conditions: temperature 150 celsius. Product: C(C)C1=CN=CC(=N1)C1=CC2=C(C=N1)C=NN2C2=NC(=CC=C2)F (6-(6-ethylpyrazin-2-yl)-1-(6-fluoro-2-pyridyl)pyrazolo[4,3-c]pyridine). Yield: 41.3%. Reaction SMILES: Cl[C:2]1[N:7]=[CH:6][C:5]2[CH:8]=[N:9][N:10]([C:11]3[CH:16]=[CH:15][CH:14]=[C:13]([F:17])[N:12]=3)[C:4]=2[CH:3]=1.[CH2:18]([C:20]1[N:25]=[C:24]([Sn](C)(C)C)[CH:23]=[N:22][CH:21]=1)[CH3:19]>CN(C)C(=O)C.C1C=CC([P]([Pd]([P](C2C=CC=CC=2)(C2C=CC=CC=2)C2C=CC=CC=2)([P](C2C=CC=CC=2)(C2C=CC=CC=2)C2C=CC=CC=2)[P](C2C=CC=CC=2)(C2C=CC=CC=2)C2C=CC=CC=2)(C2C=CC=CC=2)C2C=CC=CC=2)=CC=1>[CH2:18]([C:20]1[N:25]=[C:24]([C:2]2[N:7]=[CH:6][C:5]3[CH:8]=[N:9][N:10]([C:11]4[CH:16]=[CH:15][CH:14]=[C:13]([F:17])[N:12]=4)[C:4]=3[CH:3]=2)[CH:23]=[N:22][CH:21]=1)[CH3:19] |^1:39,41,60,79|. Procedure: To a solution of 6-chloro-1-(6-fluoro-2-pyridyl)pyrazolo[4,3-c]pyridine (85 mg; 0.34 mmol) and tetrakis(triphenylphosphine)palladium (40 mg, 0.034 mmol) in N,N-dimethylacetamide; 2.0 mL was added (6-ethylpyrazin-2-yl)-trimethyl-stannane (185 mg, 0.684 mmol). The reaction was purged with N2 for 5 min then heated at 150° C. for 45 min in biotage microwave. The reaction mixture was filtered through celite and concentrated. The crude product was diluted with EtOAc then washed with water. The organic... Starting materials: O=C(Br)CBr, O=C([O-])[O-], ClCCl, C1CCC(NC2CC2)CC1, Cl, [K+], [K+], O. The product is O=C(CBr)N(C1CCCCC1)C1CC1. As a reaction SMILES: [Br:18][CH2:19][C:20](=[O:21])[Br:22].[C:12](=[O:13])([O-:14])[O-:15].[CH2:23]([Cl:24])[Cl:25].[CH:2]1([NH:8][CH:9]2[CH2:10][CH2:11]2)[CH2:3][CH2:4][CH2:5][CH2:6][CH2:7]1.[ClH:1].[K+:16].[K+:17].[OH2:26]>>[CH:2]1([N:8]([CH:9]2[CH2:10][CH2:11]2)[C:20]([CH2:19][Br:18])=[O:21])[CH2:3][CH2:4][CH2:5][CH2:6][CH2:7]1. The reactants are COC=1C=C(CNC(=O)C2=CSC(=C2)C2=CNC3=NC=CC=C32)C=CC1 (N-(3-methoxybenzyl)-5-(1H-pyrrolo[2,3-b]pyridin-3-yl)thiophene-3-carboxamide), BrC=1C=C(SC1)C(=O)O (4-bromothiophene-2-carboxylic acid). Product: COC=1C=C(CNC(=O)C=2SC=C(C2)C2=CNC3=NC=CC=C32)C=CC1 (N-(3-Methoxybenzyl)-4-(1H-pyrrolo[2,3-b]pyridin-3-yl)thiophene-2-carboxamide). As a reaction SMILES: [CH3:1][O:2][C:3]1[CH:4]=[C:5]([CH:24]=[CH:25][CH:26]=1)[CH2:6][NH:7][C:8]([C:10]1[CH:14]=[C:13]([C:15]2[C:23]3[C:18](=[N:19][CH:20]=[CH:21][CH:22]=3)[NH:17][CH:16]=2)SC=1)=[O:9].BrC1C=[C:30](C(O)=O)[S:31]C=1>>[CH3:1][O:2][C:3]1[CH:4]=[C:5]([CH:24]=[CH:25][CH:26]=1)[CH2:6][NH:7][C:8]([C:10]1[S:31][CH:30]=[C:13]([C:15]2[C:23]3[C:18](=[N:19][CH:20]=[CH:21][CH:22]=3)[NH:17][CH:16]=2)[CH:14]=1)=[O:9]. Procedure details: The above compound was made by the same procedure as N-(3-methoxybenzyl)-5-(1H-pyrrolo[2,3-b]pyridin-3-yl)thiophene-3-carboxamide starting with the regioisomer, 4-bromothiophene-2-carboxylic acid. Reactants: N1N=CC2=CC(=CC=C12)C1=NC=CC(=C1)C=1SC2=C(N1)C=C(C(=C2C2=CC=C(C=C2)Cl)[C@@H](C(=O)OC)OC(C)(C)C)C ((S)-methyl 2-(2-(2-(1H-indazol-5-yl)pyridin-4-yl)-7-(4-chlorophenyl)-5-methylbenzo[d]thiazol-6-yl)-2-tert-butoxyacetate), LiOH monohydrate, O (H2O). Solvent: CO (MeOH). Conditions: temperature 50 celsius. Product: N1N=CC2=CC(=CC=C12)C1=NC=CC(=C1)C=1SC2=C(N1)C=C(C(=C2C2=CC=C(C=C2)Cl)[C@@H](C(=O)O)OC(C)(C)C)C ((S)-2-(2-(2-(1H-indazol-5-yl)pyridin-4-yl)-7-(4-chlorophenyl)-5-methylbenzo[d]thiazol-6-yl)-2-tert-butoxyacetic acid), mono-trifluoroacetic acid. RXN SMILES: [NH:1]1[C:9]2[C:4](=[CH:5][C:6]([C:10]3[CH:15]=[C:14]([C:16]4[S:17][C:18]5[C:24]([C:25]6[CH:30]=[CH:29][C:28]([Cl:31])=[CH:27][CH:26]=6)=[C:23]([C@H:32]([O:37][C:38]([CH3:41])([CH3:40])[CH3:39])[C:33]([O:35]C)=[O:34])[C:22]([CH3:42])=[CH:21][C:19]=5[N:20]=4)[CH:13]=[CH:12][N:11]=3)=[CH:7][CH:8]=2)[CH:3]=[N:2]1.O>CO>[NH:1]1[C:9]2[C:4](=[CH:5][C:6]([C:10]3[CH:15]=[C:14]([C:16]4[S:17][C:18]5[C:24]([C:25]6[CH:26]=[CH:27][C:28]([Cl:31])=[CH:29][CH:30]=6)=[C:23]([C@H:32]([O:37][C:38]([CH3:40])([CH3:39])[CH3:41])[C:33]([OH:35])=[O:34])[C:22]([CH3:42])=[CH:21][C:19]=5[N:20]=4)[CH:13]=[CH:12][N:11]=3)=[CH:7][CH:8]=2)[CH:3]=[N:2]1. Procedure: The solution of crude (S)-methyl 2-(2-(2-(1H-indazol-5-yl)pyridin-4-yl)-7-(4-chlorophenyl)-5-methylbenzo[d]thiazol-6-yl)-2-tert-butoxyacetate from the previous reaction was treated directly with LiOH monohydrate (60 mg, 1.42 mmol), H2O (500 μL), and MeOH (500 μL). The reaction was heated to 50° C. for 15 h. The reaction failed to reach completion (LCMS analysis). The reaction was then heated to 100° C. for 30 min and reached completion. The system was cooled to 23° C. and filtered (0.45 micron T... Reactants: O1CCC2=C1C=CC(=C2)CNC(=O)C2=CC(=NC=N2)C(=O)NCC2=CC=C(C(=O)OC)C=C2 (methyl 4-[({6-[(2,3-dihydrobenzofuran-5-ylmethyl)-carbamoyl]pyrimidine-4-carbonyl}amino)methyl]benzoate), aqueous solution, [OH-].[Na+] (NaOH). Run in O1CCCC1 (tetrahydrofuran), O (water). Reaction conditions: time 24 hour. The product is O1CCC2=C1C=CC(=C2)CNC(=O)C2=CC(=NC=N2)C(=O)NCC2=CC=C(C(=O)O)C=C2 (4-[({6-[(2,3-dihydrobenzofuran-5-ylmethyl)carbamoyl]pyrimidine-4-carbonyl}amino) methyl]benzoic acid). RXN SMILES: [O:1]1[C:5]2[CH:6]=[CH:7][C:8]([CH2:10][NH:11][C:12]([C:14]3[N:19]=[CH:18][N:17]=[C:16]([C:20]([NH:22][CH2:23][C:24]4[CH:33]=[CH:32][C:27]([C:28]([O:30]C)=[O:29])=[CH:26][CH:25]=4)=[O:21])[CH:15]=3)=[O:13])=[CH:9][C:4]=2[CH2:3][CH2:2]1.[OH-].[Na+]>O1CCCC1.O>[O:1]1[C:5]2[CH:6]=[CH:7][C:8]([CH2:10][NH:11][C:12]([C:14]3[N:19]=[CH:18][N:17]=[C:16]([C:20]([NH:22][CH2:23][C:24]4[CH:25]=[CH:26][C:27]([C:28]([OH:30])=[O:29])=[CH:32][CH:33]=4)=[O:21])[CH:15]=3)=[O:13])=[CH:9][C:4]=2[CH2:3][CH2:2]1 |f:1.2|. Reported procedure: 6.28 g (14 mmol) of methyl 4-[({6-[(2,3-dihydrobenzofuran-5-ylmethyl)-carbamoyl]pyrimidine-4-carbonyl}amino)methyl]benzoate (see 5b) were suspended in 150 ml of tetrahydrofuran and 70 ml of water, after which 16.9 ml of a 1N aqueous solution of NaOH were added and the reaction mixture was then stirred at room temperature for 24 hours.